Dataset: the Open Reaction Database (ORD), a public repository of structured organic reaction records. Task: describe an organic reaction: reactants, conditions, products, and yield Reactants: C1(CCCCCC1)=NO (cycloheptanone oxime), ClC1=C(C=CC=C1)C1CCN(CC1)CCCC(=O)OCC (ethyl 4-(4-(2-chlorophenyl)piperidin-1-yl)-n-butyrate). Product: ClC1=C(C=CC=C1)C1CCN(CC1)CCCC1=C2C(=NO1)CCCCC2 (3-(3-(4-(2-chlorophenyl)piperidin-1-yl)propyl)-5,6,7,8-tetrahydro-4H-cyclohepta[c]isoxazole). RXN SMILES: [C:1]1(=[N:8][OH:9])[CH2:7][CH2:6][CH2:5][CH2:4][CH2:3][CH2:2]1.[Cl:10][C:11]1[CH:16]=[CH:15][CH:14]=[CH:13][C:12]=1[CH:17]1[CH2:22][CH2:21][N:20]([CH2:23][CH2:24][CH2:25][C:26](OCC)=O)[CH2:19][CH2:18]1>>[Cl:10][C:11]1[CH:16]=[CH:15][CH:14]=[CH:13][C:12]=1[CH:17]1[CH2:18][CH2:19][N:20]([CH2:23][CH2:24][CH2:25][C:26]2[O:9][N:8]=[C:1]3[CH2:7][CH2:6][CH2:5][CH2:4][CH2:3][C:2]=23)[CH2:21][CH2:22]1. Reported procedure: By the same reaction and treatment as in Example 48 using cycloheptanone oxime and ethyl 4-(4-(2-chlorophenyl)piperidin-1-yl)-n-butyrate, 3-(3-(4-(2-chlorophenyl)piperidin-1-yl)propyl)-5,6,7,8-tetrahydro-4H-cyclohepta[c]isoxazole is obtained. The reactants are O (Water), ICC (iodoethane), [H-].[Na+] (sodium hydride), ClC=1C=2N(C=CN1)C(=C(N2)CC)C(CCC)O (1-(8-chloro-2-ethylimidazo[1,2-a]pyrazin-3-yl)-1-butanol). Run in CN(C=O)C (N,N-dimethylformamide). Reaction conditions: time 3 hour. Product: C(C)OC(CCC)C1=C(N=C2N1C=CN=C2Cl)CC (1-(8-Chloro-2-ethylimidazo[1,2-a]pyrazin-3-yl)butyl Ethyl Ether). Reaction SMILES: [Cl:1][C:2]1[C:3]2[N:4]([C:8]([CH:13]([OH:17])[CH2:14][CH2:15][CH3:16])=[C:9]([CH2:11][CH3:12])[N:10]=2)[CH:5]=[CH:6][N:7]=1.I[CH2:19][CH3:20].[H-].[Na+].O>CN(C)C=O>[CH2:19]([O:17][CH:13]([C:8]1[N:4]2[CH:5]=[CH:6][N:7]=[C:2]([Cl:1])[C:3]2=[N:10][C:9]=1[CH2:11][CH3:12])[CH2:14][CH2:15][CH3:16])[CH3:20] |f:2.3|. Reported procedure: The resulting 1-(8-chloro-2-ethylimidazo[1,2-a]pyrazin-3-yl)-1-butanol was dissolved in N,N-dimethylformamide (2.2 mL), then iodoethane (0.079 mL, 0.99 mmol) and sodium hydride (65% in oil; 49 mg, 1.32 mmol) were added thereto under ice-cooling, and the mixture was stirred for 3 hours. Water was added to the reaction mixture, which was extracted with ethyl acetate and evaporated. The resulting residue was purified by silica gel column chromatography (ethyl acetate:n-hexane=1:3) to give the title... The reactants are N1=CC(=CC=C1)CN (pyridin-3-ylmethanamine), FC1=CC=C(CN2C(N(C[C@H]2C)C=2SC(=C(N2)C)C(=O)O)=O)C=C1 ((R)-2-(3-(4-fluorobenzyl)-4-methyl-2-oxoimidazolidin-1-yl)-4-methylthiazole-5-carboxylic acid), FC=1C=C(CN)C=CC1F (3,4-difluorobenzylamine), FC1=CC=C(CN2C(N(C[C@@H]2C)C=2SC(=C(N2)C)C(=O)O)=O)C=C1 ((S)-2-(3-(4-fluorobenzyl)-4-methyl-2-oxoimidazolidin-1-yl)-4-methylthiazole-5-carboxylic acid). Yields the product FC=1C=C(CNC(=O)C2=C(N=C(S2)N2C(N([C@@H](C2)C)CC2=CC=C(C=C2)F)=O)C)C=CC1F ((R)—N-(3,4-difluorobenzyl)-2-(3-(4-fluorobenzyl)-4-methyl-2-oxoimidazolidin-1-yl)-4-methylthiazole-5-carboxamide). RXN SMILES: N1C=CC=C(CN)C=1.[F:9][C:10]1[CH:11]=[C:12]([CH:15]=[CH:16][C:17]=1[F:18])[CH2:13][NH2:14].[F:19][C:20]1[CH:42]=[CH:41][C:23]([CH2:24][N:25]2[C@@H:29]([CH3:30])[CH2:28][N:27]([C:31]3[S:32][C:33]([C:37](O)=[O:38])=[C:34]([CH3:36])[N:35]=3)[C:26]2=[O:40])=[CH:22][CH:21]=1.FC1C=CC(CN2[C@H](C)CN(C3SC(C(O)=O)=C(C)N=3)C2=O)=CC=1>>[F:9][C:10]1[CH:11]=[C:12]([CH:15]=[CH:16][C:17]=1[F:18])[CH2:13][NH:14][C:37]([C:33]1[S:32][C:31]([N:27]2[CH2:28][C@@H:29]([CH3:30])[N:25]([CH2:24][C:23]3[CH:41]=[CH:42][C:20]([F:19])=[CH:21][CH:22]=3)[C:26]2=[O:40])=[N:35][C:34]=1[CH3:36])=[O:38]. Reported procedure: Following the procedure as described in Example 2, making variations as required to replace pyridin-3-ylmethanamine with 3,4-difluorobenzylamine and replace (S)-2-(3-(4-fluorobenzyl)-4-methyl-2-oxoimidazolidin-1-yl)-4-methylthiazole-5-carboxylic acid with (R)-2-(3-(4-fluorobenzyl)-4-methyl-2-oxoimidazolidin-1-yl)-4-methylthiazole-5-carboxylic acid the title compound was obtained as a white solid: mp 134-135° C. (diethyl ether/hexanes); 1H NMR (300 MHz, DMSO-d6) δ 8.54 (t, J=5.9 Hz, 1H), 7.44-7.3... Starting materials: CC(=O)O[BH-](OC(C)=O)OC(C)=O, C1CCOC1, CC(=O)O, CNC, ClCCl, Cl, [Na+], CC(C)n1nc(C=O)nc1-c1cn2c(n1)-c1ccccc1OCC2. Product: CC(C)n1nc(CN(C)C)nc1-c1cn2c(n1)-c1ccccc1OCC2. As a reaction SMILES: [C:33]([O:34][BH-:35]([O:36][C:37](=[O:38])[CH3:39])[O:40][C:41](=[O:42])[CH3:43])(=[O:44])[CH3:45].[CH2:47]1[O:48][CH2:49][CH2:50][CH2:51]1.[CH3:25][C:26](=[O:27])[OH:28].[CH3:30][NH:31][CH3:32].[Cl:52][CH2:53][Cl:54].[ClH:29].[Na+:46].[n:1]1[c:2](-[c:15]2[n:16][c:17]([CH:23]=[O:24])[n:18][n:19]2[CH:20]([CH3:21])[CH3:22])[cH:3][n:4]2[c:10]1-[c:9]1[c:8]([cH:14][cH:13][cH:12][cH:11]1)[O:7][CH2:6][CH2:5]2>>[n:1]1[c:2](-[c:15]2[n:16][c:17]([CH2:23][N:31]([CH3:30])[CH3:32])[n:18][n:19]2[CH:20]([CH3:21])[CH3:22])[cH:3][n:4]2[c:10]1-[c:9]1[c:8]([cH:14][cH:13][cH:12][cH:11]1)[O:7][CH2:6][CH2:5]2. Starting materials: CSc1nc2c(c(Nc3ccc(C(C)(C)C)cc3)n1)CCN(Cc1ccccc1)C2, CCN(C(C)C)C(C)C, CC(Cl)OC(=O)Cl, ClCCCl. Yields the product CSc1nc2c(c(Nc3ccc(C(C)(C)C)cc3)n1)CCNC2. As a reaction SMILES: [C:8]([CH3:9])([CH3:10])([CH3:11])[c:12]1[cH:13][cH:14][c:15]([NH:18][c:19]2[c:20]3[c:21]([n:22][c:23]([S:25][CH3:26])[n:24]2)[CH2:27][N:28]([CH2:31][c:32]2[cH:33][cH:34][cH:35][cH:36][cH:37]2)[CH2:29][CH2:30]3)[cH:16][cH:17]1.[CH:38]([N:39]([CH:40]([CH3:41])[CH3:42])[CH2:43][CH3:44])([CH3:45])[CH3:46].[Cl:1][C:2]([O:3][CH:4]([Cl:5])[CH3:6])=[O:7].[Cl:47][CH2:48][CH2:49][Cl:50]>>[C:8]([CH3:9])([CH3:10])([CH3:11])[c:12]1[cH:13][cH:14][c:15]([NH:18][c:19]2[c:20]3[c:21]([n:22][c:23]([S:25][CH3:26])[n:24]2)[CH2:27][NH:28][CH2:29][CH2:30]3)[cH:16][cH:17]1. The reactants are CC#CC(C)O, CN(C)C=O, Fc1ccc(-c2cc(Cl)ncn2)cc1, [H-], [Na+], O. The product is CC#CC(C)Oc1cc(-c2ccc(F)cc2)ncn1. As a reaction SMILES: [CH3:15][CH:16]([C:17]#[C:18][CH3:19])[OH:20].[CH3:24][N:25]([CH3:26])[CH:27]=[O:28].[Cl:1][c:2]1[n:3][cH:4][n:5][c:6](-[c:8]2[cH:9][cH:10][c:11]([F:14])[cH:12][cH:13]2)[cH:7]1.[H-:21].[Na+:22].[OH2:23]>>[c:2]1([O:20][CH:16]([CH3:15])[C:17]#[C:18][CH3:19])[n:3][cH:4][n:5][c:6](-[c:8]2[cH:9][cH:10][c:11]([F:14])[cH:12][cH:13]2)[cH:7]1. Reactants: C([O-])([O-])=O.[K+].[K+] (potassium carbonate), [I-].[Na+] (sodium iodide), COC([C@@H](NC([C@H]1N(CCC1)S(=O)(=O)C1=CC=C(C=C1)C)=O)CC1=CC=C(C=C1)O)=O (N-(toluene-4-sulfonyl)-L-prolyl-L-tyrosine methyl ester), ClC(CN1CCCCC1)C (1-(2-chloropropyl)piperidine). Run in CC(CC)=O (2-butanone). Product: methyl ester, C1(=CC=C(C=C1)S(=O)(=O)N1[C@H](C(=O)N[C@@H](CC2=CC=C(C=C2)OCCCN2CCCCC2)C(=O)O)CCC1)C (N-(Toluene-4-sulfonyl)-L-prolyl-4-[3-(piperidin-1-yl)propoxy]-L-phenylalanine). RXN SMILES: C[O:2][C:3](=[O:31])[C@H:4]([CH2:23][C:24]1[CH:29]=[CH:28][C:27]([OH:30])=[CH:26][CH:25]=1)[NH:5][C:6](=[O:22])[C@@H:7]1[CH2:11][CH2:10][CH2:9][N:8]1[S:12]([C:15]1[CH:20]=[CH:19][C:18]([CH3:21])=[CH:17][CH:16]=1)(=[O:14])=[O:13].Cl[CH:33]([CH3:41])[CH2:34][N:35]1[CH2:40][CH2:39][CH2:38][CH2:37][CH2:36]1.C(=O)([O-])[O-].[K+].[K+].[I-].[Na+]>CC(=O)CC>[C:18]1([CH3:21])[CH:19]=[CH:20][C:15]([S:12]([N:8]2[CH2:9][CH2:10][CH2:11][C@H:7]2[C:6]([NH:5][C@H:4]([C:3]([OH:2])=[O:31])[CH2:23][C:24]2[CH:29]=[CH:28][C:27]([O:30][CH2:41][CH2:33][CH2:34][N:35]3[CH2:40][CH2:39][CH2:38][CH2:37][CH2:36]3)=[CH:26][CH:25]=2)=[O:22])(=[O:13])=[O:14])=[CH:16][CH:17]=1 |f:2.3.4,5.6|. Reported procedure: The methyl ester was prepared via O-alkylation of N-(toluene-4-sulfonyl)-L-prolyl-L-tyrosine methyl ester with 1-(2-chloropropyl)piperidine in refluxing 2-butanone in the presence of potassium carbonate and sodium iodide. The title compound was prepared using the procedure described in Method 7 as a solid, mp=122-125° C. The reactants are BrC1=NC=CC=C1 (2-bromopyridine), BrC=1C=C(C=CC1)O (3-bromophenol), C(=O)([O-])[O-].[K+].[K+] (K2CO3). Solvent: CN(C)C=O (DMF). Conditions: temperature 130 celsius, time 30 hour. Product: BrC=1C=C(OC2=NC=CC=C2)C=CC1 (2-(3-Bromophenoxy)pyridine). Yield: 30.3%. As a reaction SMILES: Br[C:2]1[CH:7]=[CH:6][CH:5]=[CH:4][N:3]=1.[Br:8][C:9]1[CH:10]=[C:11]([OH:15])[CH:12]=[CH:13][CH:14]=1.C([O-])([O-])=O.[K+].[K+]>CN(C=O)C>[Br:8][C:9]1[CH:10]=[C:11]([CH:12]=[CH:13][CH:14]=1)[O:15][C:2]1[CH:7]=[CH:6][CH:5]=[CH:4][N:3]=1 |f:2.3.4|. Reported procedure: A suspension of 2-bromopyridine (commercially available) (2.0 g, 13.6 mmol), 3-bromophenol (CAS591-20-8) (4.4 g, 24.9 mmol), K2CO3 (5.2 g, 40 mmol) in DMF (30 mL) was stirred at 130° C. for 30 h. The mixture was filtered, concentrated, and purified by column chromatography to give titled compound (1.0 g, 30.3%).